Dataset: the Open Reaction Database (ORD), a public repository of structured organic reaction records. Task: describe an organic reaction: reactants, conditions, products, and yield The reactants are C(C)(C)(C)OC(=O)N1C2CC(CC1CC2)C2=CC=C(C=C2)N2CCN(CC2)S(=O)(=O)C (3-[4-(4-Methanesulfonylpiperazin-1-yl)phenyl]-8-azabicyclo[3.2.1]octane-8-carboxylic acid tert-butyl ester), Cl (HCl), O1CCOCC1 (dioxane). Solvent: ClCCl (dichloromethane). Conditions: time 16 hour. The product is CS(=O)(=O)N1CCN(CC1)C1=CC=C(C=C1)C1CC2CCC(C1)N2 (3-[4-(4-methanesulfonylpiperazin-1-yl)phenyl]-8-aza-bicyclo[3.2.1]octane). Yield: 86.3%. Reaction SMILES: C(OC([N:8]1[CH:13]2[CH2:14][CH2:15][CH:9]1[CH2:10][CH:11]([C:16]1[CH:21]=[CH:20][C:19]([N:22]3[CH2:27][CH2:26][N:25]([S:28]([CH3:31])(=[O:30])=[O:29])[CH2:24][CH2:23]3)=[CH:18][CH:17]=1)[CH2:12]2)=O)(C)(C)C.Cl.O1CCOCC1>ClCCl>[CH3:31][S:28]([N:25]1[CH2:24][CH2:23][N:22]([C:19]2[CH:18]=[CH:17][C:16]([CH:11]3[CH2:10][CH:9]4[NH:8][CH:13]([CH2:14][CH2:15]4)[CH2:12]3)=[CH:21][CH:20]=2)[CH2:27][CH2:26]1)(=[O:29])=[O:30]. Reported procedure: 3-[4-(4-Methanesulfonylpiperazin-1-yl)phenyl]-8-azabicyclo[3.2.1]octane-8-carboxylic acid tert-butyl ester (0.758 g, 1.69 mmol) is solubilized in 158 ml of dichloromethane. 4N HCl in dioxane (4.2 ml, 16.8 mmol) is then added. After stirring for 16 h at ambient temperature, the reaction medium is concentrated, taken up with water, and washed with ethyl acetate. The pH of the aqueous phase is then adjusted to 10 with a 5N aqueous solution of sodium hydroxide. After extraction with dichloromethane,...